From a dataset of the Open Reaction Database (ORD), a public repository of structured organic reaction records. describe an organic reaction: reactants, conditions, products, and yield Starting materials: C(C1=CC=CC=C1)(=O)OC1=CC(=C(C(=C1)Cl)O)Cl (3,5-dichloro-4-hydroxyphenyl benzoate), C([O-])([O-])=O.[K+].[K+] (potassium carbonate), FC1=C(C=C(CBr)C=C1)OC1=CC=CC=C1 (4-fluoro-3-phenoxybenzyl bromide), CN(C=O)C (N,N-dimethylformamide), crude product. Run in O (water). Run at time 5 hour. Yields the product C(C1=CC=CC=C1)(=O)OC1=CC(=C(C(=C1)Cl)OCC1=CC(=C(C=C1)F)OC1=CC=CC=C1)Cl (3,5-dichloro-4-(4-fluoro-3-phenoxybenzyloxy)phenyl benzoate). Yield: 88.2%. As a reaction SMILES: [C:1]([O:9][C:10]1[CH:15]=[C:14]([Cl:16])[C:13]([OH:17])=[C:12]([Cl:18])[CH:11]=1)(=[O:8])[C:2]1[CH:7]=[CH:6][CH:5]=[CH:4][CH:3]=1.C(=O)([O-])[O-].[K+].[K+].[F:25][C:26]1[CH:33]=[CH:32][C:29]([CH2:30]Br)=[CH:28][C:27]=1[O:34][C:35]1[CH:40]=[CH:39][CH:38]=[CH:37][CH:36]=1.CN(C)C=O>O>[C:1]([O:9][C:10]1[CH:11]=[C:12]([Cl:18])[C:13]([O:17][CH2:30][C:29]2[CH:32]=[CH:33][C:26]([F:25])=[C:27]([O:34][C:35]3[CH:36]=[CH:37][CH:38]=[CH:39][CH:40]=3)[CH:28]=2)=[C:14]([Cl:16])[CH:15]=1)(=[O:8])[C:2]1[CH:3]=[CH:4][CH:5]=[CH:6][CH:7]=1 |f:1.2.3|. Reported procedure: A reaction vessel was charged with 1.54 g of 3,5-dichloro-4-hydroxyphenyl benzoate, 0.83 g of potassium carbonate, 1.53 g of 4-fluoro-3-phenoxybenzyl bromide, and 10 ml of N,N-dimethylformamide, followed by stirring at room temperature for 5 hours. The reaction mixture was poured into water, and extracted twice with 50 m of diethyl ether. The combined ether layer was washed with water, dried with anhydrous magnesium sulfate, and concentrated to obtain a crude product. The crude product was subje... Product: C12CCOC(CC2O1)C1=C(C=NN1C)[N+](=O)[O-] (5-(4,8-dioxabicyclo[5.1.0]octan-5-yl)-1-methyl-4-nitro-pyrazole). The reagents and catalysts are Cl[Ru]([P](C1CCCCC1)(C2CCCCC2)C3CCCCC3)(=CC4=CC=CC=C4)(Cl)=C5N(C6=C(C)C=C(C)C=C6C)CCN5C7=C(C)C=C(C)C=C7C (Grubbs 2nd generation). Procedure: 5-(1-Allyloxypent-4-enyl)-1-methyl-4-nitro-pyrazole (7.08 g, 28.2 mmol) was dissolved in DCM (910 mL) and the mixture degassed for 30 min before Grubbs 2nd generation catalyst (1.19 g, 1.41 mmol) was added. The reaction mixture was heated at 40° C. for 18 hr and concentrated under reduced pressure. Purification via silica gel column chromatography (0-10% EtOAc/isohexane) followed by reverse-phase preparative HPLC gave a mixture of isomers of 1-methyl-4-nitro-5-(tetrahydrooxepin-2-yl)pyrazole (66... The reactants are oil, C1=CC(=CC(=C1)Cl)C(=O)OO (m-CPBA), C(C=C)OC(CCC=C)C1=C(C=NN1C)[N+](=O)[O-] (5-(1-Allyloxypent-4-enyl)-1-methyl-4-nitro-pyrazole), CN1N=CC(=C1C1OC=CCCC1)[N+](=O)[O-] (1-methyl-4-nitro-5-(tetrahydrooxepin-2-yl)pyrazole). RXN SMILES: [CH2:1]([O:4][CH:5]([C:10]1[N:14]([CH3:15])[N:13]=[CH:12][C:11]=1[N+:16]([O-:18])=[O:17])[CH2:6][CH2:7][CH:8]=[CH2:9])C=C.CN1C(C2CCCC=C[O:26]2)=C([N+]([O-])=O)C=N1.C1C=C(Cl)C=C(C(OO)=O)C=1>C(Cl)Cl.Cl[Ru](=C1N(C2C(C)=CC(C)=CC=2C)CCN1C1C(C)=CC(C)=CC=1C)(Cl)(=CC1C=CC=CC=1)[P](C1CCCCC1)(C1CCCCC1)C1CCCCC1>[CH:8]12[O:26][CH:7]1[CH2:6][CH:5]([C:10]1[N:14]([CH3:15])[N:13]=[CH:12][C:11]=1[N+:16]([O-:18])=[O:17])[O:4][CH2:1][CH2:9]2 |^1:81|. Run at temperature 40 celsius, time 4 hour. Run in C(Cl)Cl (DCM), C(Cl)Cl (DCM), C(Cl)Cl (DCM).